The task is: describe an organic reaction: reactants, conditions, products, and yield. This data is from the Open Reaction Database (ORD), a public repository of structured organic reaction records. Starting materials: ClC=1C2=C(N=CN1)N(C=C2)[C@H]2[C@](OC)([C@H](OCC1=C(C=C(C=C1)Cl)Cl)[C@H](O2)COCC2=C(C=C(C=C2)Cl)Cl)C (4-chloro-7-[3,5-bis-O-(2,4-dichlorophenylmethyl)-2-C,2-O-dimethyl-β-D-ribofuranosyl]-7H-pyrrolo[2,3-d]pyrimidine), N (ammonia), stainless steel. The product is NC=1C2=C(N=CN1)N(C=C2)[C@H]2[C@](OC)([C@H](OCC1=C(C=C(C=C1)Cl)Cl)[C@H](O2)COCC2=C(C=C(C=C2)Cl)Cl)C (4-amino-7-[3,5-bis-O-(2,4-dichlorophenylmethyl)-2-C,2-O-dimethyl-β-D-ribofuranosyl]-7H-pyrrolo[2,3-d]pyrimidine). Reaction SMILES: Cl[C:2]1[C:3]2[CH:10]=[CH:9][N:8]([C@@H:11]3[O:27][C@H:26]([CH2:28][O:29][CH2:30][C:31]4[CH:36]=[CH:35][C:34]([Cl:37])=[CH:33][C:32]=4[Cl:38])[C@@H:15]([O:16][CH2:17][C:18]4[CH:23]=[CH:22][C:21]([Cl:24])=[CH:20][C:19]=4[Cl:25])[C@@:12]3([CH3:39])[O:13][CH3:14])[C:4]=2[N:5]=[CH:6][N:7]=1.[NH3:40]>>[NH2:40][C:2]1[C:3]2[CH:10]=[CH:9][N:8]([C@@H:11]3[O:27][C@H:26]([CH2:15][O:16][CH2:17][C:18]4[CH:23]=[CH:22][C:21]([Cl:24])=[CH:20][C:19]=4[Cl:25])[C@@H:28]([O:29][CH2:30][C:31]4[CH:36]=[CH:35][C:34]([Cl:37])=[CH:33][C:32]=4[Cl:38])[C@@:12]3([CH3:39])[O:13][CH3:14])[C:4]=2[N:5]=[CH:6][N:7]=1. Procedure: To the compound from Step A (735 mg, 1.16 mmol) was added methanolic ammonia (saturated at 0° C.) (20 mL). The mixture was heated in a stainless steel autoclave at 80° C. overnight, then cooled and the content evaporated in vacuo. The crude mixture was purified on silica gel using ethyl acetate/hexane as the eluent. Fractions containing the product were pooled and evaporated in vacuo to give the desired product (504 mg) as colorless foam. Reactants: COC(CNC(SCC1=NC=CC=C1)=S)OC (2-pyridylmethyl N-(2,2-dimethoxyethyl)dithiocarba mate), FB(F)F.CCOCC (trifluoroborane ether). The product is COC1CN=C(S1)SCC1=NC=CC=C1 (5-methoxy-2-pyridylmethylthio-1,3-thiazoline). Isolated yield 96.9%. As a reaction SMILES: [CH3:1][O:2][CH:3](OC)[CH2:4][NH:5][C:6](=[S:15])[S:7][CH2:8][C:9]1[CH:14]=[CH:13][CH:12]=[CH:11][N:10]=1.FB(F)F.CCOCC>>[CH3:1][O:2][CH:3]1[S:15][C:6]([S:7][CH2:8][C:9]2[CH:14]=[CH:13][CH:12]=[CH:11][N:10]=2)=[N:5][CH2:4]1 |f:1.2|. Procedure details: 68.1 g (0.025 mole) of dithiocarbamate (VI) obtained from Example 7 was reacted with 8.51 g (0.06 mole) of trifluoroborane ether according to the same procedure as that in Example 9-2 to obtain 5.82 g (yield 97%) of the desired thiazoline compound. The reactants are O=C([O-])O, O=C(Cl)OCc1ccccc1, [Na+], O, CC1NCCC1O. Product: CC1C(O)CCN1C(=O)OCc1ccccc1. RXN SMILES: [C:8](=[O:9])([O-:10])[OH:11].[Cl:13][C:14](=[O:15])[O:16][CH2:17][c:18]1[cH:19][cH:20][cH:21][cH:22][cH:23]1.[Na+:12].[OH2:24].[OH:1][CH:2]1[CH:3]([CH3:7])[NH:4][CH2:5][CH2:6]1>>[OH:1][CH:2]1[CH:3]([CH3:7])[N:4]([C:14](=[O:15])[O:16][CH2:17][c:18]2[cH:19][cH:20][cH:21][cH:22][cH:23]2)[CH2:5][CH2:6]1. Reactants: C1CNCCN1, CC#N, Clc1nccnc1NCCOc1ccccc1, ClCCl, ClC(Cl)Cl, [K+], [K+], O=C([O-])[O-]. Yields the product c1ccc(OCCNc2nccnc2N2CCNCC2)cc1. Reaction SMILES: [CH2:18]1[CH2:19][NH:20][CH2:21][CH2:22][NH:23]1.[CH3:30][C:31]#[N:32].[Cl:1][c:2]1[n:3][cH:4][cH:5][n:6][c:7]1[NH:8][CH2:9][CH2:10][O:11][c:12]1[cH:13][cH:14][cH:15][cH:16][cH:17]1.[Cl:33][CH2:34][Cl:35].[Cl:36][CH:37]([Cl:38])[Cl:39].[K+:24].[K+:25].[O-:26][C:27]([O-:28])=[O:29]>>[c:2]1([N:20]2[CH2:19][CH2:18][NH:23][CH2:22][CH2:21]2)[n:3][cH:4][cH:5][n:6][c:7]1[NH:8][CH2:9][CH2:10][O:11][c:12]1[cH:13][cH:14][cH:15][cH:16][cH:17]1. The reactants are BrC1=C(C#N)C(=CC=C1)F (2-Bromo-6-fluorobenzonitrile), FC1=C(C=C(C=C1)[N+](=O)[O-])B1OC(C(O1)(C)C)(C)C (2-(2-fluoro-5-nitrophenyl)-4,4,5,5-tetramethyl-[1,3,2]dioxaborolane). Product: FC1=C(C(=CC=C1)C1=C(C=CC(=C1)[N+](=O)[O-])F)C#N (3,2′-difluoro-5′-nitrobiphenyl-2-carbonitrile). As a reaction SMILES: Br[C:2]1[CH:9]=[CH:8][CH:7]=[C:6]([F:10])[C:3]=1[C:4]#[N:5].[F:11][C:12]1[CH:17]=[CH:16][C:15]([N+:18]([O-:20])=[O:19])=[CH:14][C:13]=1B1OC(C)(C)C(C)(C)O1>>[F:10][C:6]1[CH:7]=[CH:8][CH:9]=[C:2]([C:13]2[CH:14]=[C:15]([N+:18]([O-:20])=[O:19])[CH:16]=[CH:17][C:12]=2[F:11])[C:3]=1[C:4]#[N:5]. Reported procedure: 2-Bromo-6-fluorobenzonitrile and 2-(2-fluoro-5-nitrophenyl)-4,4,5,5-tetramethyl-[1,3,2]dioxaborolane were coupled following the procedure in Example 2 to afford 3,2′-difluoro-5′-nitrobiphenyl-2-carbonitrile as a black solid: δH (360 MHz, CDCl3) 7.32-7.44 (3H, m), 7.71-7.77 (1H, m), 8.35-8.41 (2H, m). Reactants: C(CCC)OCCOC1=CC=C(C=C1)C=1C=CC2=C(C=C(CCN2CC2=CSC=C2)C(=O)OC)C1 (methyl 7-(4-butoxyethoxyphenyl)-1-(3-thienylmethyl)-2,3-dihydro-1-benzazepine-4-carboxylate), Cl (hydrochloric acid), [OH-].[Na+] (sodium hydroxide), O (water). Run in O1CCCC1 (tetrahydrofuran), CO (methanol). Run at time 3 day. Yields the product C(CCC)OCCOC1=CC=C(C=C1)C=1C=CC2=C(C=C(CCN2CC2=CSC=C2)C(=O)O)C1 (7-(4-butoxyethoxyphenyl)-1-(3-thienylmethyl)-2,3-dihydro-1-benzazepine-4-carboxylic acid). The yield is 82.0%. As a reaction SMILES: [CH2:1]([O:5][CH2:6][CH2:7][O:8][C:9]1[CH:14]=[CH:13][C:12]([C:15]2[CH:16]=[CH:17][C:18]3[N:24]([CH2:25][C:26]4[CH:30]=[CH:29][S:28][CH:27]=4)[CH2:23][CH2:22][C:21]([C:31]([O:33]C)=[O:32])=[CH:20][C:19]=3[CH:35]=2)=[CH:11][CH:10]=1)[CH2:2][CH2:3][CH3:4].[OH-].[Na+].O.Cl>O1CCCC1.CO>[CH2:1]([O:5][CH2:6][CH2:7][O:8][C:9]1[CH:10]=[CH:11][C:12]([C:15]2[CH:16]=[CH:17][C:18]3[N:24]([CH2:25][C:26]4[CH:30]=[CH:29][S:28][CH:27]=4)[CH2:23][CH2:22][C:21]([C:31]([OH:33])=[O:32])=[CH:20][C:19]=3[CH:35]=2)=[CH:13][CH:14]=1)[CH2:2][CH2:3][CH3:4] |f:1.2|. Procedure details: To a solution of methyl 7-(4-butoxyethoxyphenyl)-1-(3-thienylmethyl)-2,3-dihydro-1-benzazepine-4-carboxylate (373 mg) in a mixture of tetrahydrofuran (24 ml) and methanol (24 ml) was added 1N sodium hydroxide solution (8 ml), and the mixture was stirred at room temperature for 3 days. Then, to the mixture was added water at 0° C., and 1N hydrochloric acid was further added to make acidic (pH=4), and the mixture was extracted with ethyl acetate. The organic layer was washed with water and saturat... The reactants are ClC1=C2C=CC=CC2=C(C2=CC=CC=C12)C=O (10-chloroanthracene-9-carbaldehyde), C(C1=CC=CC=C1)OCCO (2-benzyloxyethanol). The solvent is C(Cl)Cl.CCCCCC (CH2Cl2 hexane). Product: C(C1=CC=CC=C1)OCCOC1=C2C=CC=CC2=C(C2=CC=CC=C12)C=O (10-[2-(benzyloxy)ethoxy]anthracene-9-carbaldehyde). Isolated yield 29.5%. Reaction SMILES: Cl[C:2]1[C:15]2[C:10](=[CH:11][CH:12]=[CH:13][CH:14]=2)[C:9]([CH:16]=[O:17])=[C:8]2[C:3]=1[CH:4]=[CH:5][CH:6]=[CH:7]2.[CH2:18]([O:25][CH2:26][CH2:27][OH:28])[C:19]1[CH:24]=[CH:23][CH:22]=[CH:21][CH:20]=1>C(Cl)Cl.CCCCCC>[CH2:18]([O:25][CH2:26][CH2:27][O:28][C:2]1[C:15]2[C:10](=[CH:11][CH:12]=[CH:13][CH:14]=2)[C:9]([CH:16]=[O:17])=[C:8]2[C:3]=1[CH:4]=[CH:5][CH:6]=[CH:7]2)[C:19]1[CH:24]=[CH:23][CH:22]=[CH:21][CH:20]=1 |f:2.3|. Reported procedure: Using the procedure outlined in Example 2A, 10-chloroanthracene-9-carbaldehyde (Aldrich) and 2-benzyloxyethanol (Aldrich) gave a 29.5% yield of 10-[2-(benzyloxy)ethoxy]anthracene-9-carbaldehyde, mp 68°-69°, (C,H), (CH2Cl2 /hexane). Reactants: C(C1=CC=CC=C1)OC1=C(C(=O)OC)C=C(C=C1)C(C(O)OCC)=O (methyl 2-benzyloxy-5-(2-ethoxy-2-hydroxy-acetyl)-benzoate), FC=1C=C(C=C(C1)F)C1=NN(C(=N1)C)CCC(C)(C)N (3-[3-(3,5-difluoro-phenyl)-5-methyl-[1,2,4]triazol-1-yl]-1,1-dimethyl-propylamine). Yields the product FC=1C=C(C=C(C1)F)C1=NN(C(=N1)C)CCC(C)(C)NCC(O)C1=CC(=C(C=C1)O)CO (4-(2-{3-[3-(3,5-difluoro-phenyl)-5-methyl-[1,2,4]triazol-1-yl]-1,1-dimethyl-propylamino}-1-hydroxy-ethyl)-2-hydroxymethyl-phenol). RXN SMILES: C([O:8][C:9]1[CH:18]=[CH:17][C:16]([C:19](=[O:25])[CH:20](OCC)O)=[CH:15][C:10]=1[C:11]([O:13]C)=O)C1C=CC=CC=1.[F:26][C:27]1[CH:28]=[C:29]([C:34]2[N:38]=[C:37]([CH3:39])[N:36]([CH2:40][CH2:41][C:42]([NH2:45])([CH3:44])[CH3:43])[N:35]=2)[CH:30]=[C:31]([F:33])[CH:32]=1>>[F:33][C:31]1[CH:30]=[C:29]([C:34]2[N:38]=[C:37]([CH3:39])[N:36]([CH2:40][CH2:41][C:42]([NH:45][CH2:20][CH:19]([C:16]3[CH:17]=[CH:18][C:9]([OH:8])=[C:10]([CH2:11][OH:13])[CH:15]=3)[OH:25])([CH3:43])[CH3:44])[N:35]=2)[CH:28]=[C:27]([F:26])[CH:32]=1. Reported procedure: The compound is obtained according to general working method A from 121 mg (0.35 mmol) of methyl 2-benzyloxy-5-(2-ethoxy-2-hydroxy-acetyl)-benzoate and 98 mg (0.35 mmol) of 3-[3-(3,5-difluoro-phenyl)-5-methyl-[1,2,4]triazol-1-yl]-1,1-dimethyl-propylamine. Yield: 9 mg (6%); mass spectroscopy [M+H]+=447. Starting materials: C(C)(C)N(C=1C(=NC2=CC(=C(C=C2N1)C(=O)OC)OC)OS(=O)(=O)C(F)(F)F)C (methyl 3-(isopropyl(methyl)amino)-7-methoxy-2-(trifluoromethylsulfonyloxy)quinoxaline-6-carboxylate), FC1=CC=C(C=C1)B(O)O ((4-fluorophenyl)boronic acid), [O-]P(=O)([O-])[O-].[K+].[K+].[K+] (K3PO4). The reagents and catalysts are O (water), C=1C=CC(=CC1)[P](C=2C=CC=CC2)(C=3C=CC=CC3)[Pd]([P](C=4C=CC=CC4)(C=5C=CC=CC5)C=6C=CC=CC6)([P](C=7C=CC=CC7)(C=8C=CC=CC8)C=9C=CC=CC9)[P](C=1C=CC=CC1)(C=1C=CC=CC1)C=1C=CC=CC1 (Pd(PPh3)4). Solvent: O1CCOCC1 (dioxane). Conditions: temperature 95 celsius, time 1.5 hour. Yields the product FC1=CC=C(C=C1)C1=NC2=CC(=C(C=C2N=C1N(C)C(C)C)C(=O)OC)OC (methyl 2-(4-fluorophenyl)-3-(isopropyl(methyl)amino)-7-methoxyquinoxaline-6-carboxylate), 2. The yield is 36.0%. RXN SMILES: [CH:1]([N:4]([CH3:29])[C:5]1[C:6](OS(C(F)(F)F)(=O)=O)=[N:7][C:8]2[C:13]([N:14]=1)=[CH:12][C:11]([C:15]([O:17][CH3:18])=[O:16])=[C:10]([O:19][CH3:20])[CH:9]=2)([CH3:3])[CH3:2].[F:30][C:31]1[CH:36]=[CH:35][C:34](B(O)O)=[CH:33][CH:32]=1.[O-]P([O-])([O-])=O.[K+].[K+].[K+]>O1CCOCC1.O.C1C=CC([P]([Pd]([P](C2C=CC=CC=2)(C2C=CC=CC=2)C2C=CC=CC=2)([P](C2C=CC=CC=2)(C2C=CC=CC=2)C2C=CC=CC=2)[P](C2C=CC=CC=2)(C2C=CC=CC=2)C2C=CC=CC=2)(C2C=CC=CC=2)C2C=CC=CC=2)=CC=1>[F:30][C:31]1[CH:36]=[CH:35][C:34]([C:6]2[C:5]([N:4]([CH:1]([CH3:3])[CH3:2])[CH3:29])=[N:14][C:13]3[C:8](=[CH:9][C:10]([O:19][CH3:20])=[C:11]([C:15]([O:17][CH3:18])=[O:16])[CH:12]=3)[N:7]=2)=[CH:33][CH:32]=1 |f:2.3.4.5,^1:58,60,79,98|. Procedure: To a solution of methyl 3-(isopropyl(methyl)amino)-7-methoxy-2-(trifluoromethylsulfonyloxy)quinoxaline-6-carboxylate (2.5 g, crude) in dioxane (5.0 mL) and water (3 drops) was added (4-fluorophenyl)boronic acid (2.40 g, 17.15 mmol), Pd(PPh3)4 (320 mg, 0.28 mmol), and K3PO4 (3.58 g, 16.87 mmol) with stirring for 1.5 h at 95° C. under an atmosphere of nitrogen. The reaction mixture was concentrated in vacuo to give a residue, which was purified via silica gel column chromatography (1% ethyl acetat... The reactants are C(C1=CC=CC=C1)C1(CCN(CC1)CCCOC1=CC=C(C=C1)OCC1=CC=CC=C1)O (4-Benzyl-1-[3-(4-benzyloxy-phenoxy)-propyl]-piperidin-4-ol), Cl (HCl). Run in CO (MeOH), [Pd] (Pd). Product: Cl.C(C1=CC=CC=C1)C1(CCN(CC1)CCCOC1=CC=C(C=C1)O)O (4-benzyl-1-[3-(4-hydroxy-phenoxy)-propyl]-piperidin-4-ol hydrochloride). The yield is 88.0%. RXN SMILES: [CH2:1]([C:8]1([OH:32])[CH2:13][CH2:12][N:11]([CH2:14][CH2:15][CH2:16][O:17][C:18]2[CH:23]=[CH:22][C:21]([O:24]CC3C=CC=CC=3)=[CH:20][CH:19]=2)[CH2:10][CH2:9]1)[C:2]1[CH:7]=[CH:6][CH:5]=[CH:4][CH:3]=1.[ClH:33]>CO.[Pd]>[ClH:33].[CH2:1]([C:8]1([OH:32])[CH2:13][CH2:12][N:11]([CH2:14][CH2:15][CH2:16][O:17][C:18]2[CH:23]=[CH:22][C:21]([OH:24])=[CH:20][CH:19]=2)[CH2:10][CH2:9]1)[C:2]1[CH:7]=[CH:6][CH:5]=[CH:4][CH:3]=1 |f:4.5|. Procedure: 4-Benzyl-1-[3-(4-benzyloxy-phenoxy)-propyl]-piperidin-4-ol (0.432 g, 1 mmol) was dissolved in MeOH (50 ml) and hydrogenated in the presence of Pd on C at room temperature and atmospheric pressure. After filtration and evaporation of the solvent, the residue was dissolved in tetrahydrofuran (THF) (3 ml) and ether (10 ml). 1.1 equivalent of etheric HCl were added to give 4-benzyl-1-[3-(4-hydroxy-phenoxy)-propyl]-piperidin-4-ol hydrochloride (0.30 g, 88%) as colorless solid, m.p. 64° C. and MS: m/e...